From a dataset of the Open Reaction Database (ORD), a public repository of structured organic reaction records. describe an organic reaction: reactants, conditions, products, and yield Starting materials: OC=1C(=C2CCC(OC2=C(C1C)C)(C)COC1=CC=C(CC2C(NC(S2)=O)=O)C=C1)C (5-[4-(6-hydroxy-2,5,7,8-tetramethylchroman-2-ylmethoxy)benzyl]thiazolidine -2,4-dione), C1(CCC(=O)O1)=O (succinic anhydride). Solvent: N1=CC=CC=C1 (pyridine). Reaction conditions: time 8 hour. The product is C(CCC(=O)O)(=O)OC=1C(=C2CCC(OC2=C(C1C)C)(C)COC1=CC=C(C=C1)CC1C(NC(S1)=O)=O)C (2-[4-(2,4-Dioxothiazolidin-5-ylmethyl)phenoxymethyl]-2,5,7,8-tetramethylchroman-6-yl hydrogen succinate). As a reaction SMILES: [OH:1][C:2]1[C:3]([CH3:31])=[C:4]2[C:9](=[C:10]([CH3:13])[C:11]=1[CH3:12])[O:8][C:7]([CH2:15][O:16][C:17]1[CH:30]=[CH:29][C:20]([CH2:21][CH:22]3[S:26][C:25](=[O:27])[NH:24][C:23]3=[O:28])=[CH:19][CH:18]=1)([CH3:14])[CH2:6][CH2:5]2.[C:32]1(=[O:38])[O:37][C:35](=[O:36])[CH2:34][CH2:33]1>N1C=CC=CC=1>[C:32]([O:1][C:2]1[C:3]([CH3:31])=[C:4]2[C:9](=[C:10]([CH3:13])[C:11]=1[CH3:12])[O:8][C:7]([CH2:15][O:16][C:17]1[CH:30]=[CH:29][C:20]([CH2:21][CH:22]3[S:26][C:25](=[O:27])[NH:24][C:23]3=[O:28])=[CH:19][CH:18]=1)([CH3:14])[CH2:6][CH2:5]2)(=[O:38])[CH2:33][CH2:34][C:35]([OH:37])=[O:36]. Procedure details: A mixture of 1.0 g of 5-[4-(6-hydroxy-2,5,7,8-tetramethylchroman-2-ylmethoxy)benzyl]thiazolidine -2,4-dione (prepared as described in Example 28), 0.31 g of succinic anhydride and 1 ml of pyridine was allowed to stand overnight at room temperature. The reaction mixture was then washed 3 times, each time with 10 ml of cyclohexane, and the insoluble residue obtained was purified by silica gel column chromatography (eluted by mixtures of benzene and ethyl acetate ranging from 5:1 to 1:1) to give th... The reactants are CS(C)=O, CC(C)(CCCCl)C1OCCO1, N#C[Na], O. Product: CC(C)(CCC#N)C1OCCO1. RXN SMILES: [CH3:16][S:17]([CH3:18])=[O:19].[Cl:1][CH2:2][CH2:3][CH2:4][C:5]([CH3:6])([CH3:7])[CH:8]1[O:9][CH2:10][CH2:11][O:12]1.[Na:13][C:14]#[N:15].[OH2:20]>>[C:2]([CH2:3][CH2:4][C:5]([CH3:6])([CH3:7])[CH:8]1[O:9][CH2:10][CH2:11][O:12]1)#[N:15]. Starting materials: CC(=O)N1CCc2ccc(S(=O)(=O)O)cc21, O=[N+]([O-])O, O=S(=O)(O)O. Product: CC(=O)N1CCc2cc([N+](=O)[O-])c(S(=O)(=O)O)cc21. As a reaction SMILES: [C:1]([CH3:2])(=[O:3])[N:4]1[CH2:5][CH2:6][c:7]2[cH:8][cH:9][c:10]([S:13](=[O:14])(=[O:15])[OH:16])[cH:11][c:12]21.[OH:17][N+:18]([O-:19])=[O:20].[S:21](=[O:22])(=[O:23])([OH:24])[OH:25]>>[C:1]([CH3:2])(=[O:3])[N:4]1[CH2:5][CH2:6][c:7]2[cH:8][c:9]([N+:18](=[O:17])[O-:19])[c:10]([S:13](=[O:14])(=[O:15])[OH:16])[cH:11][c:12]21. Reactants: C1(OCC(C)O1)=O (propylene carbonate), CC(=O)C (acetone), Hastelloy, cuprous iodide, [I-].[K+] (potassium iodide), cupric carbonate dihydroxide, C=CC (propylene), C(=O)=O (carbon dioxide), O=O (oxygen). The solvent is O (water). Conditions: temperature 120 celsius. Product: C(C(C)O)O (propylene glycol), propylene iodohydrins, C(CC)=O (propanal), C1C(C)O1 (propylene oxide). Reaction SMILES: [I-].[K+].C=CC.C(=O)=O.O=O.C1(=O)[O:16][CH:14]([CH3:15])[CH2:13][O:12]1.[CH3:18][C:19]([CH3:21])=[O:20]>O>[CH2:13]([OH:12])[CH:14]([OH:16])[CH3:15].[CH:13](=[O:12])[CH2:14][CH3:15].[CH2:18]1[O:20][CH:19]1[CH3:21] |f:0.1|. Reported procedure: Into a 500 ml Hastelloy stirred autoclave, there was introduced 10.6 g of cuprous iodide, 9.24 g of potassium iodide, 6.15 g of cupric carbonate dihydroxide, 150 ml of water, 16.0 g of propylene, 600 psia of carbon dioxide, and 200 psia of oxygen. The reaction mixture was heated at 120° C. for 5 hours. The workup procedure was essentially the same as described in Example 1. The reaction produced 41 mmoles of propylene carbonate, 7 mmoles of propylene glycol, 7 mmoles of propylene iodohydrins, 7 ... Reactants: CC(=O)OC1C2CC(CBr)(OC(=O)N2)C(OC(C)=O)C1OC(C)=O, CCCC[SnH](CCCC)CCCC, Cc1ccccc1, CC(C)(C#N)N=NC(C)(C)C#N. Yields the product CC(=O)OC1C2CC(C)(OC(=O)N2)C(OC(C)=O)C1OC(C)=O. As a reaction SMILES: [C:1]([CH3:2])(=[O:3])[O:4][CH:5]1[CH:6]2[NH:7][C:8](=[O:24])[O:9][C:10]([CH2:22][Br:23])([CH:11]([O:17][C:18]([CH3:19])=[O:20])[CH:12]1[O:13][C:14]([CH3:15])=[O:16])[CH2:21]2.[CH2:25]([SnH:26]([CH2:27][CH2:28][CH2:29][CH3:30])[CH2:31][CH2:32][CH2:33][CH3:34])[CH2:35][CH2:36][CH3:37].[CH3:50][c:51]1[cH:52][cH:53][cH:54][cH:55][cH:56]1.[N:38]([C:39]([CH3:40])([CH3:41])[C:42]#[N:43])=[N:44][C:45]([CH3:46])([CH3:47])[C:48]#[N:49]>>[C:1]([CH3:2])(=[O:3])[O:4][CH:5]1[CH:6]2[NH:7][C:8](=[O:24])[O:9][C:10]([CH3:22])([CH:11]([O:17][C:18]([CH3:19])=[O:20])[CH:12]1[O:13][C:14]([CH3:15])=[O:16])[CH2:21]2. The reactants are N1=CC(=CC=C1)CCC(=O)N1[C@H](C(=O)N[C@@H](CCCN(C(N)=N)C(=O)OCC2=CC=CC=C2)C=O)CCC1 ([N-(3-(3-pyridyl)propanoyl)-L-prolyl]-Nδ -benzyloxycarbonyl-L-arginine aldehyde), Cl (hydrochloric acid). The reagents and catalysts are [Pd] (Palladium on carbon). Solvent: O1CCCC1 (tetrahydrofuran). Reaction conditions: time 5 minute. The product is Cl.Cl.N1=CC(=CC=C1)CCC(=O)N1[C@H](C(=O)N[C@@H](CCCNC(N)=N)C=O)CCC1 (Nα [N-(3-(3-Pyridyl)propanoyl)-L-Prolyl]-L-arginine aldehyde Dihydrochloride). The yield is 97.0%. Reaction SMILES: [N:1]1[CH:6]=[CH:5][CH:4]=[C:3]([CH2:7][CH2:8][C:9]([N:11]2[CH2:38][CH2:37][CH2:36][C@H:12]2[C:13]([NH:15][C@H:16]([CH:34]=[O:35])[CH2:17][CH2:18][CH2:19][N:20](C(OCC2C=CC=CC=2)=O)[C:21](=[NH:23])[NH2:22])=[O:14])=[O:10])[CH:2]=1.[ClH:39]>[Pd].O1CCCC1>[ClH:39].[ClH:39].[N:1]1[CH:6]=[CH:5][CH:4]=[C:3]([CH2:7][CH2:8][C:9]([N:11]2[CH2:38][CH2:37][CH2:36][C@H:12]2[C:13]([NH:15][C@H:16]([CH:34]=[O:35])[CH2:17][CH2:18][CH2:19][NH:20][C:21](=[NH:22])[NH2:23])=[O:14])=[O:10])[CH:2]=1 |f:4.5.6|. Procedure: Palladium on carbon (10%, 93 mg) was added to a well-stirred, nitrogen-blanketed mixture of N60 [N-(3-(3-pyridyl)propanoyl)-L-prolyl]-Nδ -benzyloxycarbonyl-L-arginine aldehyde (935.0 mg, 1.79 mmol) and 1N hydrochloric acid (0.90 mL) in tetrahydrofuran (20 mL). The mixture was stirred at room temperature for about 5 minutes before the nitrogen blanket was removed and replaced with hydrogen at one atmosphere. After about 5 hours, an additional equivalent of 1N hydrochloric acid (0.90 mL) was added... The reactants are CI (methyl iodide), [OH-].[Na+] (sodium hydroxide), C(C1=CC=CC=C1)SC1=NNC(=N1)S (3-benzylthio-5-mercapto-1,2,4-triazole). The reagents and catalysts are [Cl-].C(C1=CC=CC=C1)[N+](CC)(CC)CC (benzyltriethylammonium chloride). Solvent: O (water), ClCCl (dichloromethane). Run at time 24 hour. The product is C(C1=CC=CC=C1)SC1=NNC(=N1)SC (3-Benzylthio-5-methylthio-1,2,4-triazole). The yield is 85.1%. RXN SMILES: [OH-].[Na+].[CH2:3]([S:10][C:11]1[N:15]=[C:14]([SH:16])[NH:13][N:12]=1)[C:4]1[CH:9]=[CH:8][CH:7]=[CH:6][CH:5]=1.[CH3:17]I>O.ClCCl.[Cl-].C([N+](CC)(CC)CC)C1C=CC=CC=1>[CH2:3]([S:10][C:11]1[N:15]=[C:14]([S:16][CH3:17])[NH:13][N:12]=1)[C:4]1[CH:5]=[CH:6][CH:7]=[CH:8][CH:9]=1 |f:0.1,6.7|. Procedure: A solution of sodium hydroxide (16 g) in water (60 ml) was added to a suspension of 3-benzylthio-5-mercapto-1,2,4-triazole (89.2 g) in dichloromethane (400 ml) containing benzyltriethylammonium chloride (1 g) with stirring and cooling to 15°-20° C. To this mixture methyl iodide (56.8 g) was added, and stirring was continued at room temperature for 24 hours. The dichloromethane phase was separated, washed with water twice, dried over magnesium sulphate and run down to give 94 g of crude product, ...